This data is from the Open Reaction Database (ORD), a public repository of structured organic reaction records. The task is: describe an organic reaction: reactants, conditions, products, and yield The reactants are N1=CN=C2N=CNC2=C1N (Adenine), [H-].[Na+] (sodium hydride), C(C1=CC=CC=C1)Br (benzyl bromide). The solvent is CN(C)C=O (DMF). Run at temperature 100 celsius. The product is C(C1=CC=CC=C1)N1C2=NC=NC(=C2N=C1)N (N9-benzyladenine). RXN SMILES: [N:1]1[C:9]([NH2:10])=[C:8]2[C:4]([N:5]=[CH:6][NH:7]2)=[N:3][CH:2]=1.[H-].[Na+].[CH2:13](Br)[C:14]1[CH:19]=[CH:18][CH:17]=[CH:16][CH:15]=1>CN(C=O)C>[CH2:13]([N:5]1[CH:6]=[N:7][C:8]2[C:4]1=[N:3][CH:2]=[N:1][C:9]=2[NH2:10])[C:14]1[CH:19]=[CH:18][CH:17]=[CH:16][CH:15]=1 |f:1.2|. Procedure: Adenine (1 mmol) in DMF was treated with sodium hydride (1.2 mmol) followed by benzyl bromide (1.2 mmol) at room temperature under nitrogen. The resulting mixture was warmed at 100° C. for 2 h. The cooled reaction mixture was evaporated to dryness. Extraction and chromatography afforded N9-benzyladenine. Procedure details: In a microwave vial methyl 2-((S)-6-((R)-7-fluoro-4-(4,4,5,5-tetramethyl-1,3,2-dioxaborolan-2-yl)-2,3-dihydro-1H-inden-1-yloxy)-2,3-dihydrobenzofuran-3-yl)acetate (100 mg), 5-(4-bromo-3,5-dimethylphenyl)pyrimidine (85 mg), K3PO4 (90 mg) are suspended in toluene (1 mL) and water (100 μL) and purged for 10 minutes with argon. Palladium-(II)-acetate (2.4 mg) and dicyclohexyl(2′,6′-dimethoxybiphenyl-2-yl)phosphine (S-Phos) (8.8 mg) are added, the vial is sealed and the mixture is stirred at 100° C. ... Reaction conditions: temperature 100 celsius, time 12 hour. RXN SMILES: [F:1][C:2]1[CH:3]=[CH:4][C:5](B2OC(C)(C)C(C)(C)O2)=[C:6]2[C:10]=1[C@H:9]([O:11][C:12]1[CH:25]=[CH:24][C:15]3[C@H:16]([CH2:19][C:20]([O:22][CH3:23])=[O:21])[CH2:17][O:18][C:14]=3[CH:13]=1)[CH2:8][CH2:7]2.Br[C:36]1[C:41]([CH3:42])=[CH:40][C:39]([C:43]2[CH:44]=[N:45][CH:46]=[N:47][CH:48]=2)=[CH:38][C:37]=1[CH3:49].[O-]P([O-])([O-])=O.[K+].[K+].[K+]>C1(C)C=CC=CC=1>[CH3:49][C:37]1[CH:38]=[C:39]([C:43]2[CH:48]=[N:47][CH:46]=[N:45][CH:44]=2)[CH:40]=[C:41]([CH3:42])[C:36]=1[C:5]1[CH:4]=[CH:3][C:2]([F:1])=[C:10]2[C:6]=1[CH2:7][CH2:8][C@H:9]2[O:11][C:12]1[CH:25]=[CH:24][C:15]2[C@H:16]([CH2:19][C:20]([O:22][CH3:23])=[O:21])[CH2:17][O:18][C:14]=2[CH:13]=1 |f:2.3.4.5|. Reactants: FC=1C=CC(=C2CC[C@H](C12)OC1=CC2=C([C@@H](CO2)CC(=O)OC)C=C1)B1OC(C(O1)(C)C)(C)C (methyl 2-((S)-6-((R)-7-fluoro-4-(4,4,5,5-tetramethyl-1,3,2-dioxaborolan-2-yl)-2,3-dihydro-1H-inden-1-yloxy)-2,3-dihydrobenzofuran-3-yl)acetate), BrC1=C(C=C(C=C1C)C=1C=NC=NC1)C (5-(4-bromo-3,5-dimethylphenyl)pyrimidine), [O-]P(=O)([O-])[O-].[K+].[K+].[K+] (K3PO4). The solvent is C1(=CC=CC=C1)C (toluene). Yields the product CC1=C(C(=CC(=C1)C=1C=NC=NC1)C)C1=C2CC[C@H](C2=C(C=C1)F)OC1=CC2=C([C@@H](CO2)CC(=O)OC)C=C1 (Methyl 2-((S)-6-((R)-4-(2,6-dimethyl-4-(pyrimidin-5-yl)phenyl)-7-fluoro-2,3-dihydro-1H-inden-1-yloxy)-2,3-dihydrobenzofuran-3-yl)acetate). The reactants are Br, CC(=O)O, N#CC(C(=O)Cc1ccccc1)c1cccc(C(F)(F)F)c1, O. Yields the product NC1=C(c2cccc(C(F)(F)F)c2)C(=O)C(c2ccccc2)O1. RXN SMILES: [Br:23].[CH3:25][C:26](=[O:27])[OH:28].[F:1][C:2]([c:3]1[cH:4][c:5]([CH:9]([C:10]#[N:11])[C:12](=[O:13])[CH2:14][c:15]2[cH:16][cH:17][cH:18][cH:19][cH:20]2)[cH:6][cH:7][cH:8]1)([F:21])[F:22].[OH2:24]>>[F:1][C:2]([c:3]1[cH:4][c:5]([C:9]2=[C:10]([NH2:11])[O:24][CH:14]([c:15]3[cH:16][cH:17][cH:18][cH:19][cH:20]3)[C:12]2=[O:13])[cH:6][cH:7][cH:8]1)([F:21])[F:22]. Starting materials: FCCCCBr, CC#N, O=S1(=O)N=CNc2ccc(Cl)cc21, [K+], [K+], O=C([O-])[O-]. Product: O=S1(=O)N=CN(CCCCF)c2ccc(Cl)cc21. Reaction SMILES: [Br:20][CH2:21][CH2:22][CH2:23][CH2:24][F:25].[CH3:26][C:27]#[N:28].[Cl:1][c:2]1[cH:3][c:4]2[c:5]([cH:12][cH:13]1)[NH:6][CH:7]=[N:8][S:9]2(=[O:10])=[O:11].[K+:14].[K+:15].[O-:16][C:17]([O-:18])=[O:19]>>[Cl:1][c:2]1[cH:3][c:4]2[c:5]([cH:12][cH:13]1)[N:6]([CH2:21][CH2:22][CH2:23][CH2:24][F:25])[CH:7]=[N:8][S:9]2(=[O:10])=[O:11].